This data is from the Open Reaction Database (ORD), a public repository of structured organic reaction records. The task is: describe an organic reaction: reactants, conditions, products, and yield Product: C1(CCCCC1)C1=C(N(C2=CC(=CC=C12)C(=O)OC(C)(C)C)C)C1=C(C=CC=C1)O (tert-butyl 3-cyclohexyl-2-(2-hydroxyphenyl)-1-methyl-1H-indole-6-carboxylate). Solvent: COCCOC.O (1,2-dimethoxyethane water), O (water). Procedure: A solution of tert-butyl 2-bromo-3-cyclohexyl-1-methyl-1H-indole-6-carboxylate (24, 500 mg, 1.27 mmol), 2-hydroxy-phenylboronic acid (211 mg, 1.53 mmol) and potassium carbonate (1.35 g, 12.74 mmol) in 100 mL of 1,2-dimethoxyethane/water (4:1) was thoroughly flushed with argon. Then trans-bis(triphenylphosphine)palladium(II) chloride (0.147 g, 0.127 mmol) was added and the reaction was heated at 100° C. under argon for 12 h. The reaction mixture was cooled to room temperature, diluted with water ... Reaction conditions: temperature 100 celsius. The reactants are BrC=1N(C2=CC(=CC=C2C1C1CCCCC1)C(=O)OC(C)(C)C)C (tert-butyl 2-bromo-3-cyclohexyl-1-methyl-1H-indole-6-carboxylate), OC1=C(C=CC=C1)B(O)O (2-hydroxy-phenylboronic acid), C([O-])([O-])=O.[K+].[K+] (potassium carbonate). Reaction SMILES: Br[C:2]1[N:3]([CH3:24])[C:4]2[C:9]([C:10]=1[CH:11]1[CH2:16][CH2:15][CH2:14][CH2:13][CH2:12]1)=[CH:8][CH:7]=[C:6]([C:17]([O:19][C:20]([CH3:23])([CH3:22])[CH3:21])=[O:18])[CH:5]=2.[OH:25][C:26]1[CH:31]=[CH:30][CH:29]=[CH:28][C:27]=1B(O)O.C(=O)([O-])[O-].[K+].[K+]>COCCOC.O.O.C1C=CC(P(C2C=CC=CC=2)C2C=CC=CC=2)=CC=1.C1C=CC(P(C2C=CC=CC=2)C2C=CC=CC=2)=CC=1.Cl[Pd]Cl>[CH:11]1([C:10]2[C:9]3[C:4](=[CH:5][C:6]([C:17]([O:19][C:20]([CH3:23])([CH3:22])[CH3:21])=[O:18])=[CH:7][CH:8]=3)[N:3]([CH3:24])[C:2]=2[C:27]2[CH:28]=[CH:29][CH:30]=[CH:31][C:26]=2[OH:25])[CH2:16][CH2:15][CH2:14][CH2:13][CH2:12]1 |f:2.3.4,5.6,8.9.10|. Reagents/catalysts: C1=CC=C(C=C1)P(C2=CC=CC=C2)C3=CC=CC=C3.C1=CC=C(C=C1)P(C2=CC=CC=C2)C3=CC=CC=C3.Cl[Pd]Cl (trans-bis(triphenylphosphine)palladium(II) chloride). Starting materials: CC(C)=O, Nc1nc(Cl)cc(Cl)n1, [Na+], [OH-], O, Oc1ccc2ncccc2c1. The product is Nc1nc(Cl)cc(Oc2ccc3ncccc3c2)n1. As a reaction SMILES: [CH3:23][C:24]([CH3:25])=[O:26].[NH2:12][c:13]1[n:14][c:15]([Cl:20])[cH:16][c:17]([Cl:19])[n:18]1.[Na+:22].[OH-:21].[OH2:27].[OH:1][c:2]1[cH:3][c:4]2[cH:5][cH:6][cH:7][n:8][c:9]2[cH:10][cH:11]1>>[O:1]([c:2]1[cH:3][c:4]2[cH:5][cH:6][cH:7][n:8][c:9]2[cH:10][cH:11]1)[c:17]1[cH:16][c:15]([Cl:20])[n:14][c:13]([NH2:12])[n:18]1. The reactants are C1COCCN1, CCO, CCN(C(C)C)C(C)C, CS(=O)(=O)c1cccc(-c2cc(Cl)nc(Cl)n2)c1. The product is CS(=O)(=O)c1cccc(-c2cc(N3CCOCC3)nc(Cl)n2)c1. Reaction SMILES: [CH2:28]1[CH2:29][O:30][CH2:31][CH2:32][NH:33]1.[CH3:34][CH2:35][OH:36].[CH:19]([N:20]([CH2:21][CH3:22])[CH:23]([CH3:24])[CH3:25])([CH3:26])[CH3:27].[Cl:1][c:2]1[n:3][c:4](-[c:9]2[cH:10][c:11]([S:15](=[O:16])(=[O:17])[CH3:18])[cH:12][cH:13][cH:14]2)[cH:5][c:6]([Cl:8])[n:7]1>>[Cl:1][c:2]1[n:3][c:4](-[c:9]2[cH:10][c:11]([S:15](=[O:16])(=[O:17])[CH3:18])[cH:12][cH:13][cH:14]2)[cH:5][c:6]([N:33]2[CH2:28][CH2:29][O:30][CH2:31][CH2:32]2)[n:7]1. Starting materials: NC1=C(NC=C1)C(=O)OCC (3-amino-2-ethoxycarbonyl-pyrrole), C(C)(C)(C)[Si](OC1=CC2=C(NC(=N2)SC2=CC=C(O2)C=O)C=C1)(C)C (5-[5-(tert-butyl-dimethyl-silanyloxy)-1H-benzimidazol-2-ylsulfanyl]-furan-2-carbaldehyde), C1(CC(CCC1)=O)=O (1,3-cyclohexanedione). The solvent is C(CCC)O (1-butanol). Yields the product C(C)OC(=O)C=1NC=C2C1NC=1CCCC(C1C2C=2OC(=CC2)SC2=NC1=C(N2)C=CC(=C1)O[Si](C)(C)C(C)(C)C)=O (9-{5-[5-(tert-butyl-dimethyl-silanyloxy)-1H-benzimidazol-2-ylsulfanyl]-furan-2-yl}-8-oxo-4,5,6,7,8,9-hexahydro-2H-pyrrolo[3,4-b]quinoline-3-carboxylic acid ethyl ester). Yield: 23.3%. Reaction SMILES: [NH2:1][C:2]1[CH:6]=[CH:5][NH:4][C:3]=1[C:7]([O:9][CH2:10][CH3:11])=[O:8].[C:12]([Si:16]([CH3:36])([CH3:35])[O:17][C:18]1[CH:34]=[CH:33][C:21]2[NH:22][C:23]([S:25][C:26]3[O:30][C:29]([CH:31]=O)=[CH:28][CH:27]=3)=[N:24][C:20]=2[CH:19]=1)([CH3:15])([CH3:14])[CH3:13].[C:37]1(=O)[CH2:42][CH2:41][CH2:40][C:39](=[O:43])[CH2:38]1>C(O)CCC>[CH2:10]([O:9][C:7]([C:3]1[NH:4][CH:5]=[C:6]2[CH:31]([C:29]3[O:30][C:26]([S:25][C:23]4[NH:22][C:21]5[CH:33]=[CH:34][C:18]([O:17][Si:16]([C:12]([CH3:15])([CH3:14])[CH3:13])([CH3:35])[CH3:36])=[CH:19][C:20]=5[N:24]=4)=[CH:27][CH:28]=3)[C:38]3[C:39](=[O:43])[CH2:40][CH2:41][CH2:42][C:37]=3[NH:1][C:2]=12)=[O:8])[CH3:11]. Reported procedure: A mixture of 3-amino-2-ethoxycarbonyl-pyrrole (0.412 g, 2.67 mmol), 5-[5-(tert-butyl-dimethyl-silanyloxy)-1H-benzimidazol-2-ylsulfanyl]-furan-2-carbaldehyde (1.0 g, 2.67 mmol) and 1,3-cyclohexanedione (0.299 g, 2.67 mmol) in 10 ml of 1-butanol is heated at reflux temperature for 4 hours. The reaction mixture is then concentrated under reduced pressure. The residue is purified on a silica gel column (50 g) eluted successively with cyclohexane/ethyl acetate (9/1, v/v) and cyclohexane/ethyl acetate... The reactants are C=CCOC(=O)C1=C(SC)C(C)C2C(C(C)O[Si](C)(C)C(C)(C)C)C(=O)N12, CC(C)=O, CCO, CCOC(C)=O, OO. The product is C=CCOC(=O)C1=C(S(C)=O)C(C)C2C(C(C)O[Si](C)(C)C(C)(C)C)C(=O)N12. Reaction SMILES: [C:1]([CH3:2])([CH3:3])([CH3:4])[Si:5]([O:6][CH:7]([CH3:8])[CH:9]1[CH:10]2[CH:11]([CH3:25])[C:12]([S:23][CH3:24])=[C:13]([C:17](=[O:18])[O:19][CH2:20][CH:21]=[CH2:22])[N:14]2[C:15]1=[O:16])([CH3:26])[CH3:27].[CH3:30][C:31](=[O:32])[CH3:33].[CH3:34][CH2:35][OH:36].[CH3:37][CH2:38][O:39][C:40](=[O:41])[CH3:42].[OH:28][OH:29]>>[C:1]([CH3:2])([CH3:3])([CH3:4])[Si:5]([O:6][CH:7]([CH3:8])[CH:9]1[CH:10]2[CH:11]([CH3:25])[C:12]([S:23]([CH3:24])=[O:28])=[C:13]([C:17](=[O:18])[O:19][CH2:20][CH:21]=[CH2:22])[N:14]2[C:15]1=[O:16])([CH3:26])[CH3:27]. Starting materials: FC(C1=CC=C(C(=O)Cl)C=C1)(F)F (4-(trifluoromethyl)benzoyl chloride), ClC1=NC=C(C=C1)C(F)(F)F (2-chloro-5-(trifluoromethyl)pyridine), ClC1=C(C=CC(=C1)Cl)C1=NC(=NC=C1C=1NC=CN1)NCCNC1=NC=C(C=C1)[N+](=O)[O-] ([4-(2,4-dichlorophenyl)-5-imidazol-2-ylpyrimidin-2-yl]{2-[(5-nitro(2-pyridyl))amino]ethyl}amine). Product: N1C(=NC=C1)C=1C(=NC(=NC1)NCCNC1=NC=C(C=C1)C(F)(F)F)C1=CC=C(C=C1)C(F)(F)F ({5-imidazol-2-yl-4-[4-(trifluoromethyl)phenyl]pyrimidin-2-yl}(2-{[5-(trifluoromethyl)(2-pyridyl)]amino}ethyl)amine). Reaction SMILES: [F:1][C:2]([F:13])([F:12])[C:3]1[CH:11]=[CH:10][C:6]([C:7](Cl)=O)=[CH:5][CH:4]=1.Cl[C:15]1[CH:20]=[CH:19][C:18]([C:21]([F:24])([F:23])[F:22])=[CH:17][N:16]=1.ClC1C=C(Cl)C=CC=1C1[C:38]([C:39]2[NH:40][CH:41]=[CH:42][N:43]=2)=[CH:37][N:36]=[C:35]([NH:44][CH2:45][CH2:46][NH:47]C2C=CC([N+]([O-])=O)=CN=2)[N:34]=1>>[NH:40]1[CH:41]=[CH:42][N:43]=[C:39]1[C:38]1[C:7]([C:6]2[CH:10]=[CH:11][C:3]([C:2]([F:13])([F:12])[F:1])=[CH:4][CH:5]=2)=[N:34][C:35]([NH:44][CH2:45][CH2:46][NH:47][C:15]2[CH:20]=[CH:19][C:18]([C:21]([F:24])([F:23])[F:22])=[CH:17][N:16]=2)=[N:36][CH:37]=1. Procedure details: {5-imidazol-2-yl-4-[4-(trifluoromethyl)phenyl]pyrimidin-2-yl}(2-{[5-(trifluoromethyl)(2-pyridyl)]amino}ethyl)amine was prepared from 4-(trifluoromethyl)benzoyl chloride and 2-chloro-5-(trifluoromethyl)pyridine using the general method for [4-(2,4-dichlorophenyl)-5-imidazol-2-ylpyrimidin-2-yl]{2-[(5-nitro(2-pyridyl))amino]ethyl}amine Starting materials: COC(=O)Cc1cn(C)c2cc(N3CCCC3)ccc12, CO, Cl, [Na+], [OH-]. The product is Cn1cc(CC(=O)O)c2ccc(N3CCCC3)cc21. As a reaction SMILES: [CH3:1][O:2][C:3]([CH2:4][c:5]1[cH:6][n:7]([CH3:19])[c:8]2[cH:9][c:10]([N:14]3[CH2:15][CH2:16][CH2:17][CH2:18]3)[cH:11][cH:12][c:13]12)=[O:20].[CH3:24][OH:25].[ClH:23].[Na+:22].[OH-:21]>>[O:2]=[C:3]([CH2:4][c:5]1[cH:6][n:7]([CH3:19])[c:8]2[cH:9][c:10]([N:14]3[CH2:15][CH2:16][CH2:17][CH2:18]3)[cH:11][cH:12][c:13]12)[OH:20]. Reactants: C(C)(C)(C)OC(=O)N[C@@H]1CN(C[C@@H]1C)C=1C(=CC2=C3N([C@H](COC31)C)C=C(C2=O)C(=O)O)F ((3S)-10-(cis-3-t-butoxycarbonylamino-4-methyl-1-pyrrolidinyl)-9-fluoro-2,3-dihydro-3-methyl-7-oxo-7H-pyrido[1,2,3-de][1,4]benzoxazine-6-carboxylic acid), Cl (hydrochloride). The solvent is C(C)O (ethanol). Reaction conditions: time 1.5 hour. Product: Cl.N[C@@H]1CN(C[C@@H]1C)C=1C(=CC2=C3N([C@H](COC31)C)C=C(C2=O)C(=O)O)F ((3S)-10-(cis-3-Amino-4-methyl-1-pyrrolidinyl)-9-fluoro-2,3-dihydro-3-methyl-7-oxo-7H-pyrido[1,2,3-de][1,4]benzoxazine-6-carboxylic acid hydrochloride). RXN SMILES: C(OC([NH:8][C@H:9]1[C@@H:13]([CH3:14])[CH2:12][N:11]([C:15]2[C:16]([F:33])=[CH:17][C:18]3[C:28](=[O:29])[C:27]([C:30]([OH:32])=[O:31])=[CH:26][N:20]4[C@@H:21]([CH3:25])[CH2:22][O:23][C:24]=2[C:19]=34)[CH2:10]1)=O)(C)(C)C.[ClH:34]>C(O)C>[ClH:34].[NH2:8][C@H:9]1[C@@H:13]([CH3:14])[CH2:12][N:11]([C:15]2[C:16]([F:33])=[CH:17][C:18]3[C:28](=[O:29])[C:27]([C:30]([OH:32])=[O:31])=[CH:26][N:20]4[C@@H:21]([CH3:25])[CH2:22][O:23][C:24]=2[C:19]=34)[CH2:10]1 |f:3.4|. Procedure details: A mixture of (3S)-10-(cis-3-t-butoxycarbonylamino-4-methyl-1-pyrrolidinyl)-9-fluoro-2,3-dihydro-3-methyl-7-oxo-7H-pyrido[1,2,3-de][1,4]benzoxazine-6-carboxylic acid (0.6 g) in ethanol (8 ml) and ethanolic hydrochloride solution (10 ml) was stirred for 1.5 hours at room temperature and then concentrated. To the residue was added ethanol and the resulting precipitate was collected by filtration to give the title compound (0.44 g) as yellowish powder, mp 285° C. (decompd.). Reaction SMILES: [CH3:1][O:2][c:3]1[cH:4][cH:5][cH:6][c:7]2[c:8]1[c:9]([CH3:12])[cH:10][o:11]2.[O:16]1[CH2:17][CH2:18][O:19][CH2:20][CH2:21]1.[Se:13](=[O:14])=[O:15]>>[CH3:1][O:2][c:3]1[cH:4][cH:5][cH:6][c:7]2[c:8]1[c:9]([CH:12]=[O:14])[cH:10][o:11]2. Reactants: COc1cccc2occ(C)c12, C1COCCO1, O=[Se]=O. Product: COc1cccc2occ(C=O)c12. The reactants are CN(C=O)C (Dimethylformamide), COC1=C(C(=C(C(=C1OC)OCOC)C)Br)OCOC (2,3-dimethoxy-5-methyl-1,4-bismethoxymethyloxy-6-bromobenzene), C(CCC)[Li] (n-butyllithium). Run in CCOCC (ether), CCCCCC (hexane). Reaction conditions: time 30 minute. Product: COC1=C(C(=C(C(=C1OC)OCOC)C)C=O)OCOC (2,3-dimethoxy-5-methyl-1,4-bismethoxymethyloxy-6-formylbenzene). Yield: 80.0%. RXN SMILES: [CH3:1][O:2][C:3]1[C:8]([O:9][CH3:10])=[C:7]([O:11][CH2:12][O:13][CH3:14])[C:6]([CH3:15])=[C:5](Br)[C:4]=1[O:17][CH2:18][O:19][CH3:20].C([Li])CCC.CN(C)[CH:28]=[O:29]>CCOCC.CCCCCC>[CH3:1][O:2][C:3]1[C:8]([O:9][CH3:10])=[C:7]([O:11][CH2:12][O:13][CH3:14])[C:6]([CH3:15])=[C:5]([CH:28]=[O:29])[C:4]=1[O:17][CH2:18][O:19][CH3:20]. Procedure: To a cold solution of 2,3-dimethoxy-5-methyl-1,4-bismethoxymethyloxy-6-bromobenzene [oily substance, δ 2.34 (3H), 3.57 (3H), 3.64 (3H), 3.84 (6H), 5.01 (2H), 5.09 (2H)] (9.00 g, 25.6 mmol) in absolute ether (90 ml) was added a solution of 15% n-butyllithium in hexane (176.6 ml). The mixture was stirred for 30 minutes. Dimethylformamide (9.36 g, 128 mmol) was added and the reaction was continued under the same conditions for 30 minutes. Working up in a conventional manner gave 2,3-dimethoxy-5-met...